This data is from the Open Reaction Database (ORD), a public repository of structured organic reaction records. The task is: describe an organic reaction: reactants, conditions, products, and yield The product is CC(C)(C)CCNC(=O)CC(NCc1cc(Oc2ccccc2)ncc1N)C1CCCCC1. Reaction SMILES: [CH3:36][CH2:37][O:38][C:39](=[O:40])[CH3:41].[CH3:42][CH2:43][OH:44].[CH:1]1([CH:7]([CH2:8][C:9](=[O:10])[NH:11][CH2:12][CH2:13][C:14]([CH3:15])([CH3:16])[CH3:17])[NH:18][CH2:19][c:20]2[cH:21][c:22]([O:29][c:30]3[cH:31][cH:32][cH:33][cH:34][cH:35]3)[n:23][cH:24][c:25]2[N+:26]([O-:27])=[O:28])[CH2:2][CH2:3][CH2:4][CH2:5][CH2:6]1>>[CH:1]1([CH:7]([CH2:8][C:9](=[O:10])[NH:11][CH2:12][CH2:13][C:14]([CH3:15])([CH3:16])[CH3:17])[NH:18][CH2:19][c:20]2[cH:21][c:22]([O:29][c:30]3[cH:31][cH:32][cH:33][cH:34][cH:35]3)[n:23][cH:24][c:25]2[NH2:26])[CH2:2][CH2:3][CH2:4][CH2:5][CH2:6]1. The reactants are CCOC(C)=O, CCO, CC(C)(C)CCNC(=O)CC(NCc1cc(Oc2ccccc2)ncc1[N+](=O)[O-])C1CCCCC1. Procedure details: 0.05 moles of 2,5-dichloro-3-nitro-terephthalic acid were refluxed in 2.11 moles of dimethyl sulphoxide (DMSO) at 189° C. for 70 minutes, after which the DMSO was removed by flash evaporation. The residue was dissolved in saturated sodium bicarbonate solution, which was extracted with chloroform to remove unwanted side-products. The aqueous phase was then acidified with 10% hydrochloric acid to complete precipitation and the resulting precipitate was filtered off, washed well with water and drie... The reactants are ClC1=C(C(=O)O)C=C(C(=C1[N+](=O)[O-])C(=O)O)Cl (2,5-dichloro-3-nitro-terephthalic acid), CS(=O)C (dimethyl sulphoxide). Product: ClC1=C(C(=O)O)C=C(C=C1[N+](=O)[O-])Cl (2,5-dichloro-3-nitro-benzoic acid). RXN SMILES: [Cl:1][C:2]1[C:10]([N+:11]([O-:13])=[O:12])=[C:9](C(O)=O)[C:8]([Cl:17])=[CH:7][C:3]=1[C:4]([OH:6])=[O:5].CS(C)=O>>[Cl:1][C:2]1[C:10]([N+:11]([O-:13])=[O:12])=[CH:9][C:8]([Cl:17])=[CH:7][C:3]=1[C:4]([OH:6])=[O:5].